Dataset: the Open Reaction Database (ORD), a public repository of structured organic reaction records. Task: describe an organic reaction: reactants, conditions, products, and yield The reactants are CCOC(=O)CCCCC1CCCC2=NC(=Cc3[nH]c(-c4ccc[nH]4)cc3OCC)C=C21, Cl. Product: CCOc1cc(-c2ccc[nH]2)[nH]c1C=C1C=C2C(=N1)CCCC2CCCCC(=O)O. Reaction SMILES: [CH2:1]([CH3:2])[O:3][c:4]1[cH:5][c:6](-[c:28]2[nH:29][cH:30][cH:31][cH:32]2)[nH:7][c:8]1[CH:9]=[C:10]1[N:11]=[C:12]2[CH2:13][CH2:14][CH2:15][CH:16]([CH2:19][CH2:20][CH2:21][CH2:22][C:23](=[O:24])[O:25][CH2:26][CH3:27])[C:17]2=[CH:18]1.[ClH:33]>>[CH2:1]([CH3:2])[O:3][c:4]1[cH:5][c:6](-[c:28]2[nH:29][cH:30][cH:31][cH:32]2)[nH:7][c:8]1[CH:9]=[C:10]1[N:11]=[C:12]2[CH2:13][CH2:14][CH2:15][CH:16]([CH2:19][CH2:20][CH2:21][CH2:22][C:23](=[O:24])[OH:25])[C:17]2=[CH:18]1. The reactants are CC(CN1N=CC(=C1)B1OC(C(O1)(C)C)(C)C)(C)O (2-methyl-1-[4-(4,4,5,5-tetramethyl-1,3,2-dioxaborolan-2-yl)-1H-pyrazol-1-yl]propan-2-ol), ClC1=NC=CC(=N1)Cl (2,4-dichloropyrimidine), P(=O)([O-])([O-])[O-].[K+].[K+].[K+] (potassium phosphate), C1CCOC1 (THF). The solvent is O (water). Conditions: temperature 120 celsius. Yields the product ClC1=NC=CC(=N1)C=1C=NN(C1)CC(C)(O)C (1-[4-(2-chloropyrimidin-4-yl)-1H-pyrazol-1-yl]-2-methylpropan-2-ol). Isolated yield 58.1%. As a reaction SMILES: [CH3:1][C:2]([OH:19])([CH3:18])[CH2:3][N:4]1[CH:8]=[C:7](B2OC(C)(C)C(C)(C)O2)[CH:6]=[N:5]1.[Cl:20][C:21]1[N:26]=[C:25](Cl)[CH:24]=[CH:23][N:22]=1.P([O-])([O-])([O-])=O.[K+].[K+].[K+].C1COCC1>O>[Cl:20][C:21]1[N:26]=[C:25]([C:7]2[CH:6]=[N:5][N:4]([CH2:3][C:2]([CH3:1])([OH:19])[CH3:18])[CH:8]=2)[CH:24]=[CH:23][N:22]=1 |f:2.3.4.5|. Procedure: To a mixture of the product from Step 1 (84 mg, 0.31 mmol), 2,4-dichloropyrimidine (47 mg, 0.31 mmol), potassium phosphate, tribasic (167 mg, 0.79 mmol), and 1,1′-bis(diphenylphosphino)ferrocene-palladium(II)dichloride dichloromethane complex (26 mg, 0.031 mmol) was added THF (2 mL) and water (0.2 mL). The mixture was heated to 120° C. for 15 minutes under microwave irradiation, cooled to room temperature, quenched with 1:1 water:brine, and extracted with ethyl acetate. The organic layer was dri... The reactants are COC1=CC=C(C=C1)O (4-methoxyphenol), FC(C=1C=C(CCl)C=CC1)(F)F (3-(trifluoromethyl)benzyl chloride). The product is COC1=CC(=C(C=C1)O)CC1=CC(=CC=C1)C(F)(F)F (4-methoxy-2-(3′-(trifluoromethyl)benzyl)phenol). RXN SMILES: [CH3:1][O:2][C:3]1[CH:8]=[CH:7][C:6]([OH:9])=[CH:5][CH:4]=1.[F:10][C:11]([F:21])([F:20])[C:12]1[CH:13]=[C:14]([CH:17]=[CH:18][CH:19]=1)[CH2:15]Cl>>[CH3:1][O:2][C:3]1[CH:8]=[CH:7][C:6]([OH:9])=[C:5]([CH2:15][C:14]2[CH:17]=[CH:18][CH:19]=[C:12]([C:11]([F:10])([F:20])[F:21])[CH:13]=2)[CH:4]=1. Reported procedure: Alkylation of 4-methoxyphenol with 3-(trifluoromethyl)benzyl chloride according to the procedure described in J. Chem. Soc. 2431 (1958) gave 4-methoxy-2-(3′-(trifluoromethyl)benzyl)phenol. This material was converted to compound 67, mp 226.5-228° C., and compound 68, mp 188-190° C., byu the procedure similar to that in Example 18 method B. The reactants are FC=1C=C([C@@H](C(=O)O)O)C=C(C1)F ((S)-3,5-difluoromandelic acid), Cl.N[C@@H](C(C)C)C(=O)NN1C2=C(C3=C(C(C1=O)CCCCC1=CC=CC=C1)C=CC=C3)CCC=C2 (5-(L-Valinyl)amino-7-phenbutyl-5,7-dihydro-1H-dibenz[b,d]azepin-6-one Hydrochloride). Yields the product FC=1C=C([C@@H](C(=O)N[C@@H](C(C)C)C(=O)NN2C3=C(C4=C(C(C2=O)CCCCC2=CC=CC=C2)C=CC=C4)C=CC=C3)O)C=C(C1)F (5-{N′—[(S)-3,5-Difluoromandelyl]-L-valinyl}amino-7-phenbutyl-5,7-dihydro-6H-dibenz[b,d]azepin-6-one). RXN SMILES: [F:1][C:2]1[CH:3]=[C:4]([CH:10]=[C:11]([F:13])[CH:12]=1)[C@H:5]([OH:9])[C:6]([OH:8])=O.Cl.[NH2:15][C@H:16]([C:20]([NH:22][N:23]1[C:29](=[O:30])[CH:28]([CH2:31][CH2:32][CH2:33][CH2:34][C:35]2[CH:40]=[CH:39][CH:38]=[CH:37][CH:36]=2)[C:27]2[CH:41]=[CH:42][CH:43]=[CH:44][C:26]=2[C:25]2[CH2:45][CH2:46][CH:47]=[CH:48][C:24]1=2)=[O:21])[CH:17]([CH3:19])[CH3:18]>>[F:13][C:11]1[CH:10]=[C:4]([CH:3]=[C:2]([F:1])[CH:12]=1)[C@H:5]([OH:9])[C:6]([NH:15][C@H:16]([C:20]([NH:22][N:23]1[C:29](=[O:30])[CH:28]([CH2:31][CH2:32][CH2:33][CH2:34][C:35]2[CH:36]=[CH:37][CH:38]=[CH:39][CH:40]=2)[C:27]2[CH:41]=[CH:42][CH:43]=[CH:44][C:26]=2[C:25]2[CH:45]=[CH:46][CH:47]=[CH:48][C:24]1=2)=[O:21])[CH:17]([CH3:19])[CH3:18])=[O:8] |f:1.2|. Procedure: Following General Procedure D and using (S)-3,5-difluoromandelic acid (Example L) and 5-(L-valinyl)amino-7-phenbutyl-5,7-dihydro-6H-dibenz[b,d]azepin-6-one hydrochloride (Example 7-U), the title compound was prepared. The product was purified by chromatography (silica, 1-2% MeOH/CHCl3). Starting materials: O(C1=CC=CC=C1)C=1C=CC=2C[C@@H]3[C@@H]4CCCC[C@@]4(C2C1)CCN3C ((-)-3-phenoxy-N-methylmorphinan), C1(CC1)C(=O)Cl (cyclopropane carboxylic acid chloride). Yield: 98.5%. Procedure details: To a solution of 3.7 g (0.011 mol) of (-)-3-phenoxy-N-methylmorphinan in 50 ml of toluene, 5.8 g of cyclopropane carboxylic acid chloride in 25 ml of toluene was added dropwise at 5°. The mixture was allowed to warm to room temperature and was then refluxed for 15 hours. The solvent was removed in vacuo and the residue partitioned between ether and dilute hydrochloric acid. The ether solution was washed with water and dried. Removal of the solvent in vacuo afforded 4.2 g (99%) of (-)-3-phenoxy-N... RXN SMILES: [O:1]([C:8]1[CH:9]=[CH:10][C:11]2[CH2:12][C@H:13]3[N:24](C)[CH2:23][CH2:22][C@@:19]4([C:20]=2[CH:21]=1)[C@H:14]3[CH2:15][CH2:16][CH2:17][CH2:18]4)[C:2]1[CH:7]=[CH:6][CH:5]=[CH:4][CH:3]=1.[CH:26]1([C:29](Cl)=[O:30])[CH2:28][CH2:27]1>C1(C)C=CC=CC=1>[O:1]([C:8]1[CH:9]=[CH:10][C:11]2[CH2:12][C@H:13]3[N:24]([C:29]([CH:26]4[CH2:28][CH2:27]4)=[O:30])[CH2:23][CH2:22][C@@:19]4([C:20]=2[CH:21]=1)[C@H:14]3[CH2:15][CH2:16][CH2:17][CH2:18]4)[C:2]1[CH:7]=[CH:6][CH:5]=[CH:4][CH:3]=1. The solvent is C1(=CC=CC=C1)C (toluene), C1(=CC=CC=C1)C (toluene). The product is O(C1=CC=CC=C1)C=1C=CC=2C[C@@H]3[C@@H]4CCCC[C@@]4(C2C1)CCN3C(=O)C3CC3 ((-)-3-phenoxy-N-cyclopropylcarbonylmorphinan).